This data is from the Open Reaction Database (ORD), a public repository of structured organic reaction records. The task is: describe an organic reaction: reactants, conditions, products, and yield Reactants: CN(C)C=O, CNO, O=C(O)C1CCC(C2CCCCC2)CC1, O=C(Cl)C(=O)Cl, Cl, [Na+], C1CCOC1, [OH-]. Yields the product CN(O)C(=O)C1CCC(C2CCCCC2)CC1. RXN SMILES: [CH3:22][N:23]([CH3:24])[CH:25]=[O:26].[CH3:28][NH:29][OH:30].[CH:1]1([CH:7]2[CH2:8][CH2:9][CH:10]([C:13](=[O:14])[OH:15])[CH2:11][CH2:12]2)[CH2:2][CH2:3][CH2:4][CH2:5][CH2:6]1.[Cl:16][C:17]([C:18]([Cl:19])=[O:20])=[O:21].[ClH:27].[Na+:37].[O:31]1[CH2:32][CH2:33][CH2:34][CH2:35]1.[OH-:36]>>[CH:1]1([CH:7]2[CH2:8][CH2:9][CH:10]([C:13](=[O:15])[N:29]([CH3:28])[OH:30])[CH2:11][CH2:12]2)[CH2:2][CH2:3][CH2:4][CH2:5][CH2:6]1. Starting materials: CCO, N#Cc1ccc(-c2cc3ccccc3nc2Cl)cc1, NC(N)=S. Product: N#Cc1ccc(-c2cc3ccccc3[nH]c2=S)cc1. RXN SMILES: [CH3:24][CH2:25][OH:26].[Cl:1][c:2]1[n:3][c:4]2[cH:5][cH:6][cH:7][cH:8][c:9]2[cH:10][c:11]1-[c:12]1[cH:13][cH:14][c:15]([C:18]#[N:19])[cH:16][cH:17]1.[NH2:20][C:21]([NH2:22])=[S:23]>>[c:2]1(=[S:23])[nH:3][c:4]2[cH:5][cH:6][cH:7][cH:8][c:9]2[cH:10][c:11]1-[c:12]1[cH:13][cH:14][c:15]([C:18]#[N:19])[cH:16][cH:17]1. The reactants are ClC=1N=C(C2=C(N1)NC=C2)N2CCCC2 (2-chloro-4-(pyrrolidin-1-yl)-7H-pyrrolo[2,3-d]pyrimidine), NC1=CC=C(C=C1)N1CCN(CC1)C(C)=O (1-(4-(4-aminophenyl)piperazin-1-yl)ethanone), C[Si](C)(C)Cl (trimethylsilyl chloride). The solvent is CCCCO (n-BuOH), CCCCO (n-BuOH). Yields the product N1(CCNCC1)C1=CC=C(C=C1)NC=1N=C(C2=C(N1)NC=C2)N2CCCC2 (N-(4-(piperazin-1-yl)phenyl)-4-(pyrrolidin-1-yl)-7H-pyrrolo[2,3-d]pyrimidin-2-amine), N1(CCCC1)C=1C2=C(N=C(N1)NC1=CC=C(C=C1)N1CCN(CC1)C(C)=O)NC=C2 (1-(4-(4-(4-(pyrrolidin-1-yl)-7H-pyrrolo[2,3-d]pyrimidin-2-ylamino)phenyl)piperazin-1-yl)ethanone). RXN SMILES: Cl[C:2]1[N:3]=[C:4]([N:11]2[CH2:15][CH2:14][CH2:13][CH2:12]2)[C:5]2[CH:10]=[CH:9][NH:8][C:6]=2[N:7]=1.[NH2:16][C:17]1[CH:22]=[CH:21][C:20]([N:23]2[CH2:28][CH2:27][N:26]([C:29](=[O:31])[CH3:30])[CH2:25][CH2:24]2)=[CH:19][CH:18]=1.C[Si](Cl)(C)C>CCCCO>[N:23]1([C:20]2[CH:19]=[CH:18][C:17]([NH:16][C:2]3[N:3]=[C:4]([N:11]4[CH2:15][CH2:14][CH2:13][CH2:12]4)[C:5]4[CH:10]=[CH:9][NH:8][C:6]=4[N:7]=3)=[CH:22][CH:21]=2)[CH2:24][CH2:25][NH:26][CH2:27][CH2:28]1.[N:11]1([C:4]2[C:5]3[CH:10]=[CH:9][NH:8][C:6]=3[N:7]=[C:2]([NH:16][C:17]3[CH:18]=[CH:19][C:20]([N:23]4[CH2:24][CH2:25][N:26]([C:29](=[O:31])[CH3:30])[CH2:27][CH2:28]4)=[CH:21][CH:22]=3)[N:3]=2)[CH2:15][CH2:14][CH2:13][CH2:12]1. Reported procedure: A mixture of 2-chloro-4-(pyrrolidin-1-yl)-7H-pyrrolo[2,3-d]pyrimidine (116 mg, 0.521 mmol), 1-(4-(4-aminophenyl)piperazin-1-yl)ethanone (200 mg, 0.913 mmol) and trimethylsilyl chloride (0.200 mL, 1.58 mmol) in n-BuOH (5 mL) was stirred at 120° C. for 20 h. n-BuOH was removed in vacuo. The residue was purified by HPLC to give N-(4-(piperazin-1-yl)phenyl)-4-(pyrrolidin-1-yl)-7H-pyrrolo[2,3-d]pyrimidin-2-amine (3 mg) (MS 364.5 (M+H)) and 1-(4-(4-(4-(pyrrolidin-1-yl)-7H-pyrrolo[2,3-d]pyrimidin-2-yla... Reactants: C(C)OCC=1N(C2=C(C(=NC(=C2C)C)OC2=CC=CC=C2)N1)CCOCC1=CC=CC=C1 (2-(Ethoxymethyl)-1-[2-(benzyloxy)ethyl]-6,7-dimethyl-4-phenoxy-1H-imidazo[4,5-c]pyridine), [OH-].[K+] (potassium hydroxide), C(C)(=O)[O-].[NH4+] (ammonium acetate), teflon. Conditions: temperature 156 celsius. Yields the product C(C1=CC=CC=C1)OCCN1C(=NC=2C(=NC(=C(C21)C)C)N)COCC (1-[2-(benzyloxy)ethyl]-2-(ethoxymethyl)-6,7-dimethyl-1H-imidazo[4,5-c]pyridin-4-amine). Isolated yield 40.2%. RXN SMILES: [CH2:1]([O:3][CH2:4][C:5]1[N:6]([CH2:23][CH2:24][O:25][CH2:26][C:27]2[CH:32]=[CH:31][CH:30]=[CH:29][CH:28]=2)[C:7]2[C:12]([CH3:13])=[C:11]([CH3:14])[N:10]=[C:9](OC3C=CC=CC=3)[C:8]=2[N:22]=1)[CH3:2].C([O-])(=O)C.[NH4+:37].[OH-].[K+]>>[CH2:26]([O:25][CH2:24][CH2:23][N:6]1[C:7]2[C:12]([CH3:13])=[C:11]([CH3:14])[N:10]=[C:9]([NH2:37])[C:8]=2[N:22]=[C:5]1[CH2:4][O:3][CH2:1][CH3:2])[C:27]1[CH:28]=[CH:29][CH:30]=[CH:31][CH:32]=1 |f:1.2,3.4|. Procedure: 2-(Ethoxymethyl)-1-[2-(benzyloxy)ethyl]-6,7-dimethyl-4-phenoxy-1H-imidazo[4,5-c]pyridine (4.33 g, 10.03 mm01) was placed in a glass reaction flask, and then ammonium acetate (45 g) was added. The flask was sealed with a teflon screw cap and heated to 156° C. for 44 hours. The reaction was determined to be complete by HPLC analysis, and the desired product's molecular weight was confirmed by LC/MS. The resulting solution was basified with 1 N potassium hydroxide to a pH of about 14. The basic sol... Reactants: CCCCCN1C(=O)C2(COc3cc(Br)ccc32)c2ccccc21, CC(=O)[O-], CC(=O)[O-], COCCOC, [Na+], [Na+], O=C([O-])[O-], [Pd+2], OB(O)c1cccnc1. Product: CCCCCN1C(=O)C2(COc3cc(-c4cccnc4)ccc32)c2ccccc21. RXN SMILES: [Br:1][c:2]1[cH:3][c:4]2[c:5]([cH:23][cH:24]1)[C:6]1([CH2:7][O:8]2)[C:9](=[O:22])[N:10]([CH2:17][CH2:18][CH2:19][CH2:20][CH3:21])[c:11]2[cH:12][cH:13][cH:14][cH:15][c:16]21.[C:40]([O-:41])(=[O:42])[CH3:43].[C:45]([O-:46])(=[O:47])[CH3:48].[CH3:49][O:50][CH2:51][CH2:52][O:53][CH3:54].[Na+:34].[Na+:35].[O-:36][C:37](=[O:38])[O-:39].[Pd+2:44].[n:25]1[cH:26][c:27]([B:31]([OH:32])[OH:33])[cH:28][cH:29][cH:30]1>>[c:2]1(-[c:27]2[cH:26][n:25][cH:30][cH:29][cH:28]2)[cH:3][c:4]2[c:5]([cH:23][cH:24]1)[C:6]1([CH2:7][O:8]2)[C:9](=[O:22])[N:10]([CH2:17][CH2:18][CH2:19][CH2:20][CH3:21])[c:11]2[cH:12][cH:13][cH:14][cH:15][c:16]21. Reactants: C(C)(=O)OC1=C(C(=O)Cl)C=CC=C1OC (2-acetoxy-3-methoxybenzoyl chloride), C(CC#N)#N (malononitrile). Product: NC=1OC2=C(C(C1C#N)=O)C=CC=C2OC (2-amino-4-oxo-8-methoxy-4H-1-benzopyran-3-carbonitrile). As a reaction SMILES: C([O:4][C:5]1[C:13]([O:14][CH3:15])=[CH:12][CH:11]=[CH:10][C:6]=1[C:7](Cl)=[O:8])(=O)C.[C:16](#[N:20])[CH2:17][C:18]#[N:19]>>[NH2:19][C:18]1[O:4][C:5]2[C:13]([O:14][CH3:15])=[CH:12][CH:11]=[CH:10][C:6]=2[C:7](=[O:8])[C:17]=1[C:16]#[N:20]. Reported procedure: -- In the same way as described in Example 3, 2-acetoxy-3-methoxybenzoyl chloride and malononitrile are reacted to give a crystalline product, mp 300°C. The reactants are C(#N)CNC(=O)C1C(CCCC1)CBr (N-cyanomethyl 2-bromomethylcyclohexanecarboxamide), C([O-])([O-])=O.[Cs+].[Cs+] (cesium carbonate), C(C)(=O)OCC (ethyl acetate), FC=1C=C(C=CC1F)S (3,4-difluorothiophenol). Run in CC(=O)C (acetone). Conditions: time 16 hour. Yields the product C(#N)CNC(=O)C1C(CCCC1)CSC1=CC(=C(C=C1)F)F (N-cyanomethyl 2-(3,4-difluorophenylsulfanylmethyl)-cyclohexanecarboxamide). Reaction SMILES: [C:1]([CH2:3][NH:4][C:5]([CH:7]1[CH2:12][CH2:11][CH2:10][CH2:9][CH:8]1[CH2:13]Br)=[O:6])#[N:2].C(=O)([O-])[O-].[Cs+].[Cs+].[F:21][C:22]1[CH:23]=[C:24]([SH:29])[CH:25]=[CH:26][C:27]=1[F:28].C(OCC)(=O)C>CC(C)=O>[C:1]([CH2:3][NH:4][C:5]([CH:7]1[CH2:12][CH2:11][CH2:10][CH2:9][CH:8]1[CH2:13][S:29][C:24]1[CH:25]=[CH:26][C:27]([F:28])=[C:22]([F:21])[CH:23]=1)=[O:6])#[N:2] |f:1.2.3|. Reported procedure: To a solution of N-cyanomethyl 2-bromomethylcyclohexanecarboxamide (3.0 g, 11.58 mmol) in acetone (100 mL) at room temperature were added, in two portions, cesium carbonate (5.77 g, 17.5 mmol) and the crude 3,4-difluorothiophenol (2.69 g, 18.4 mmol). After 16 h, ethyl acetate (100 mL) was added. The solution was washed with 1M HCl (40 mL), brine (20 mL), evaporated, and purified on a short plug of silica gel (30% ethyl acetate/hexane to elute non-polar impurities, then 20-30% ethyl acetate/dichl...